The task is: describe an organic reaction: reactants, conditions, products, and yield. This data is from the Open Reaction Database (ORD), a public repository of structured organic reaction records. The reactants are Cl.FC(C1=C(C=CC=C1)NC(=[NH2+])N)(F)F (2-trifluoromethylphenyl-guanidinium hydrochloride), CC(C)([O-])C.[K+] (potassium tert.-butoxide), FC(C(=O)CC(C)=O)(F)F (α,α,α-trifluoroacetylacetone). Run in O1CCCC1 (tetrahydrofuran), O1CCCC1 (tetrahydrofuran), O1CCCC1 (tetrahydrofuran). Run at temperature 60 celsius, time 2 hour. Yields the product 58, CC1=NC(=NC(=C1)C(F)(F)F)NC1=C(C=CC=C1)C(F)(F)F (N-(4-methyl-6-trifluoromethyl-pyrimidin-2-yl)-2-trifluoromethylaniline). The yield is 2.0%. RXN SMILES: Cl.[F:2][C:3]([F:15])([F:14])[C:4]1[CH:9]=[CH:8][CH:7]=[CH:6][C:5]=1[NH:10][C:11]([NH2:13])=[NH2+:12].CC(C)([O-])C.[K+].[F:22][C:23]([F:31])([F:30])[C:24]([CH2:26][C:27](=O)[CH3:28])=O>O1CCCC1>[CH3:28][C:27]1[CH:26]=[C:24]([C:23]([F:31])([F:30])[F:22])[N:13]=[C:11]([NH:10][C:5]2[CH:6]=[CH:7][CH:8]=[CH:9][C:4]=2[C:3]([F:14])([F:15])[F:2])[N:12]=1 |f:0.1,2.3|. Procedure: A suspension of 24 g (0.1 mole) of 2-trifluoromethylphenyl-guanidinium hydrochloride in 80 ml of tetrahydrofuran is added to a solution of 12 g (0.1 mole) of potassium tert.-butoxide in 100 ml of tetrahydrofuran. When the exothermic reaction has subsided, 15.4 g (0.1 mole) of α,α,α-trifluoroacetylacetone in 20 ml of tetrahydrofuran are added. The reaction mixture is stirred for 2 hours at 60° C., then concentrated by evaporation in a rotary evaporator. The residue is chromatographed on silica ge... The reactants are CC(C)(C)OC(=O)N1CCCC1Cc1ccccc1, CCOC(C)=O, Cl. Product: c1ccc(CC2CCCN2)cc1. Reaction SMILES: [C:1]([O:2][C:3](=[O:4])[N:8]1[CH:9]([CH2:13][c:14]2[cH:15][cH:16][cH:17][cH:18][cH:19]2)[CH2:10][CH2:11][CH2:12]1)([CH3:5])([CH3:6])[CH3:7].[CH3:21][CH2:22][O:23][C:24](=[O:25])[CH3:26].[ClH:20]>>[NH:8]1[CH:9]([CH2:13][c:14]2[cH:15][cH:16][cH:17][cH:18][cH:19]2)[CH2:10][CH2:11][CH2:12]1. Reactants: COC1=CC=C(C(=O)CCC(=O)O)C=C1 (3-(4-methoxybenzoyl)propionic acid), S(O)(O)(=O)=O (sulfuric acid), C(C)O (ethanol). Product: COC1=CC=C(C(=O)CCC(=O)OCC)C=C1 (ethyl 3-(4-methoxybenzoyl)-propionate). RXN SMILES: [CH3:1][O:2][C:3]1[CH:15]=[CH:14][C:6]([C:7]([CH2:9][CH2:10][C:11]([OH:13])=[O:12])=[O:8])=[CH:5][CH:4]=1.S(=O)(=O)(O)O.[CH2:21](O)[CH3:22]>>[CH3:1][O:2][C:3]1[CH:4]=[CH:5][C:6]([C:7]([CH2:9][CH2:10][C:11]([O:13][CH2:21][CH3:22])=[O:12])=[O:8])=[CH:14][CH:15]=1. Procedure: 21 g of 3-(4-methoxybenzoyl)propionic acid were heated under reflux for 51/4 hours in 350 ml of ethanol after addition of 7.3 ml of concentrated sulfuric acid The reaction mixture was worked up by concentrating it, taking up the remaining residue in 100 ml of water and extracting the mixture with dichloromethane. The organic phase was separated, washed with 50 ml of saturated aqueous sodium bicarbonate solution, then washed with water until neutral, dried and concentrated. 23.3 g of crude ethyl ... Run at time 4 hour. The product is FC1=C(C=CC(=C1)F)SCCCOC1OCCCC1 ({3-[(2,4-Difluorophenyl)thio]propyl}oxy tetrahydro-2H-pyran). Run in C1CCOC1 (THF). Yield: 77.2%. Reactants: O (water), [H-].[Na+] (Sodium hydride), FC1=C(C=CC(=C1)F)S (2,4-difluorothiophenol), BrCCCOC1OCCCC1 (2-(3-bromopropoxy)tetrahydro-2H-pyran). Reported procedure: Sodium hydride (60% dispersion in mineral oil) (120 mg, 3.01 mmol) was added to a solution of 2,4-difluorothiophenol (0.4 g, 2.74 mmol) in THF (10 mL) at 0° C., under argon. The reaction was allowed to warm to RT and 2-(3-bromopropoxy)tetrahydro-2H-pyran (672 mg, 3.01 mmol) added. The reaction was stirred at RT for 4 hours then poured into iced water (50 mL) and extracted into ethyl acetate (50 mL). The organics were washed with brine (50 mL), dried (MgSO4), filtered and the solvent removed in v... RXN SMILES: [H-].[Na+].[F:3][C:4]1[CH:9]=[C:8]([F:10])[CH:7]=[CH:6][C:5]=1[SH:11].Br[CH2:13][CH2:14][CH2:15][O:16][CH:17]1[CH2:22][CH2:21][CH2:20][CH2:19][O:18]1.O>C1COCC1>[F:3][C:4]1[CH:9]=[C:8]([F:10])[CH:7]=[CH:6][C:5]=1[S:11][CH2:13][CH2:14][CH2:15][O:16][CH:17]1[CH2:22][CH2:21][CH2:20][CH2:19][O:18]1 |f:0.1|. The reactants are CC(OC(C)(C)C)C(CO)NC(=O)OCc1ccccc1, CS(=O)(=O)Cl, CCOC(C)=O, c1ccncc1. Product: CC(OC(C)(C)C)C(COS(C)(=O)=O)NC(=O)OCc1ccccc1. Reaction SMILES: [CH2:1]([c:2]1[cH:3][cH:4][cH:5][cH:6][cH:7]1)[O:8][C:9](=[O:10])[NH:11][CH:12]([CH:13]([CH3:14])[O:15][C:16]([CH3:17])([CH3:18])[CH3:19])[CH2:20][OH:21].[CH3:22][S:23]([Cl:24])(=[O:25])=[O:26].[CH3:33][CH2:34][O:35][C:36]([CH3:37])=[O:38].[cH:27]1[cH:28][cH:29][n:30][cH:31][cH:32]1>>[CH2:1]([c:2]1[cH:3][cH:4][cH:5][cH:6][cH:7]1)[O:8][C:9](=[O:10])[NH:11][CH:12]([CH:13]([CH3:14])[O:15][C:16]([CH3:17])([CH3:18])[CH3:19])[CH2:20][O:21][S:23]([CH3:22])(=[O:25])=[O:26].